The task is: describe an organic reaction: reactants, conditions, products, and yield. This data is from the Open Reaction Database (ORD), a public repository of structured organic reaction records. Reaction SMILES: [CH3:21][OH:22].[CH3:23][C:24](=[O:25])[OH:26].[CH3:27][CH2:28][O:29][C:30](=[O:31])[CH3:32].[Cl:1][c:2]1[cH:3][cH:4][c:5](-[c:8]2[cH:9][n:10][c:11]([C:14]3=[CH:19][CH2:18][N:17]([CH3:20])[CH2:16][CH2:15]3)[n:12][cH:13]2)[cH:6][cH:7]1.[Pt:33](=[O:34])=[O:35]>>[Cl:1][c:2]1[cH:3][cH:4][c:5](-[c:8]2[cH:9][n:10][c:11]([CH:14]3[CH2:15][CH2:16][N:17]([CH3:20])[CH2:18][CH2:19]3)[n:12][cH:13]2)[cH:6][cH:7]1. Product: CN1CCC(c2ncc(-c3ccc(Cl)cc3)cn2)CC1. Starting materials: CO, CC(=O)O, CCOC(C)=O, CN1CC=C(c2ncc(-c3ccc(Cl)cc3)cn2)CC1, O=[Pt]=O. Reactants: C(=O)(C(F)(F)F)O (TFA), NC(C(C)C1=C(CCC2=NC(=NC=C2Cl)NC=2C=CC(=NC2)C2CCN(CC2)C(=O)OC(C)(C)C)C=CC=C1)=O (tert-butyl 4-(5-((4-(2-(1-amino-1-oxopropan-2-yl)phenethyl)-5-chloropyrimidin-2-yl)amino)pyridin-2-yl)piperidine-1-carboxylate). Run in C(Cl)Cl (DCM). Run at time 8 hour. Yields the product ClC=1C(=NC(=NC1)NC=1C=NC(=CC1)C1CCNCC1)CCC1=C(C=CC=C1)C(C(=O)N)C (2-(2-(2-(5-Chloro-2-((6-(piperidin-4-yl)pyridin-3-yl)amino)pyrimidin-4-yl)ethyl)phenyl)propanamide). Isolated yield 82.0%. As a reaction SMILES: C(O)(C(F)(F)F)=O.[NH2:8][C:9](=[O:47])[CH:10]([C:12]1[CH:46]=[CH:45][CH:44]=[CH:43][C:13]=1[CH2:14][CH2:15][C:16]1[C:21]([Cl:22])=[CH:20][N:19]=[C:18]([NH:23][C:24]2[CH:25]=[CH:26][C:27]([CH:30]3[CH2:35][CH2:34][N:33](C(OC(C)(C)C)=O)[CH2:32][CH2:31]3)=[N:28][CH:29]=2)[N:17]=1)[CH3:11]>C(Cl)Cl>[Cl:22][C:21]1[C:16]([CH2:15][CH2:14][C:13]2[CH:43]=[CH:44][CH:45]=[CH:46][C:12]=2[CH:10]([CH3:11])[C:9]([NH2:8])=[O:47])=[N:17][C:18]([NH:23][C:24]2[CH:29]=[N:28][C:27]([CH:30]3[CH2:35][CH2:34][NH:33][CH2:32][CH2:31]3)=[CH:26][CH:25]=2)=[N:19][CH:20]=1. Procedure details: TFA (0.71 mL) was added to a solution of tert-butyl 4-(5-((4-(2-(1-amino-1-oxopropan-2-yl)phenethyl)-5-chloropyrimidin-2-yl)amino)pyridin-2-yl)piperidine-1-carboxylate A31 (34 mg, 0.06 mmol) in DCM (7 mL) and the mixture was stirred at room temperature overnight. The volatiles were removed in vacuo before the addition of 2.0 M NaOH solution (2 mL) and EtOAc. The phases were separated and the aqueous phase was extracted with EtOAc. The combined organic phases were washed with water, dried over Na... Procedure details: The derivative 45A is prepared according to the same procedure described for 43A, using the following reactants: 2-amino-4-chlorophenol (3 g; 20.9 mmol); N-methylbis(2-chloroethyl)amine hydrochloride (4.2 g; 22 mmol); sodium carbonate (1.1 g; 10.5 mmol); 1-butanol (42 ml). The solvent is C(CCC)O (1-butanol). As a reaction SMILES: [N:1]1([C:7]2[CH:12]=[CH:11][CH:10]=[CH:9][C:8]=2[OH:13])[CH2:6][CH2:5][NH:4][CH2:3][CH2:2]1.NC1C=C([Cl:21])C=CC=1O.Cl.CN(CCCl)CCCl.C(=O)([O-])[O-].[Na+].[Na+]>C(O)CCC>[N:1]1([C:7]2[CH:12]=[C:11]([Cl:21])[CH:10]=[CH:9][C:8]=2[OH:13])[CH2:2][CH2:3][NH:4][CH2:5][CH2:6]1 |f:2.3,4.5.6|. Product: N1(CCNCC1)C1=C(C=CC(=C1)Cl)O (2-(piperazin-1-yl)-4-chlorophenol). Starting materials: N1(CCNCC1)C1=C(C=CC=C1)O (2-(piperazin-1-yl)phenol), C([O-])([O-])=O.[Na+].[Na+] (sodium carbonate), NC1=C(C=CC(=C1)Cl)O (2-amino-4-chlorophenol), Cl.CN(CCCl)CCCl (N-methylbis(2-chloroethyl)amine hydrochloride). Reactants: [Al+3], O=C(O)C12CC3(O)CC(O)(CC(O)(C3)C1)C2, [H-], [H-], [H-], [H-], [Li+], C1CCOC1. Yields the product OCC12CC3(O)CC(O)(CC(O)(C3)C1)C2. Reaction SMILES: [Al+3:3].[C:7](=[O:8])([OH:9])[C:10]12[CH2:11][C:12]3([OH:22])[CH2:13][C:14]([OH:21])([CH2:15][C:16]([OH:19])([CH2:17]1)[CH2:18]3)[CH2:20]2.[H-:1].[H-:4].[H-:5].[H-:6].[Li+:2].[O:23]1[CH2:24][CH2:25][CH2:26][CH2:27]1>>[CH2:7]([OH:8])[C:10]12[CH2:11][C:12]3([OH:22])[CH2:13][C:14]([OH:21])([CH2:15][C:16]([OH:19])([CH2:17]1)[CH2:18]3)[CH2:20]2.